Dataset: the Open Reaction Database (ORD), a public repository of structured organic reaction records. Task: describe an organic reaction: reactants, conditions, products, and yield Starting materials: FC(C(=O)O)(F)F (Trifluoroacetic acid), C(C)(C)(C)OC(=O)N1CC2=CC=C(C=C2CC1)N(S(=O)(=O)C1=NN(C=C1)C)CC1=CC=CC=C1 (6-[Benzyl-(1-methyl-1H-pyrazole-3-sulfonyl)-amino]-3,4-dihydro-1H-isoquinoline-2-carboxylic acid tert-butyl ester). Run in ClCCl (dichloromethane). Reaction conditions: time 3 hour. Yields the product C(C1=CC=CC=C1)N(S(=O)(=O)C1=NN(C=C1)C)C=1C=C2CCNCC2=CC1 (1-Methyl-1H-pyrazole-3-sulfonic acid benzyl-(1,2,3,4-tetrahydro-isoquinolin-6-yl)-amide). Isolated yield 99.4%. As a reaction SMILES: FC(F)(F)C(O)=O.C(OC([N:15]1[CH2:24][CH2:23][C:22]2[C:17](=[CH:18][CH:19]=[C:20]([N:25]([CH2:35][C:36]3[CH:41]=[CH:40][CH:39]=[CH:38][CH:37]=3)[S:26]([C:29]3[CH:33]=[CH:32][N:31]([CH3:34])[N:30]=3)(=[O:28])=[O:27])[CH:21]=2)[CH2:16]1)=O)(C)(C)C>ClCCl>[CH2:35]([N:25]([C:20]1[CH:21]=[C:22]2[C:17](=[CH:18][CH:19]=1)[CH2:16][NH:15][CH2:24][CH2:23]2)[S:26]([C:29]1[CH:33]=[CH:32][N:31]([CH3:34])[N:30]=1)(=[O:28])=[O:27])[C:36]1[CH:37]=[CH:38][CH:39]=[CH:40][CH:41]=1. Procedure details: Trifluoroacetic acid (5 ml) was added to a cooled stirred solution of 6-[Benzyl-(1-methyl-1H-pyrazole-3-sulfonyl)-amino]-3,4-dihydro-1H-isoquinoline-2-carboxylic acid tert-butyl ester (391 mg, 0.80 mmol) in dichloromethane (20 ml). The mixture was allowed to warm to room temperature and stirred for 3 hrs then cooled and quenched with 2M NaOH until slightly basic. After diluting the reaction mixture with dichloromethane (100 ml) the organic phase was partitioned, dried over sodium sulfate and con... The reactants are CCOC(=O)CBr, O=C([O-])[O-], CC#N, [K+], [K+], COc1cc([N+](=O)[O-])ccc1O. Product: CCOC(=O)COc1ccc([N+](=O)[O-])cc1OC. RXN SMILES: [Br:13][CH2:14][C:15](=[O:16])[O:17][CH2:18][CH3:19].[C:20](=[O:21])([O-:22])[O-:23].[CH3:26][C:27]#[N:28].[K+:24].[K+:25].[N+:1](=[O:2])([O-:3])[c:4]1[cH:5][c:6]([O:11][CH3:12])[c:7]([OH:10])[cH:8][cH:9]1>>[N+:1](=[O:2])([O-:3])[c:4]1[cH:5][c:6]([O:11][CH3:12])[c:7]([O:10][CH2:14][C:15](=[O:16])[O:17][CH2:18][CH3:19])[cH:8][cH:9]1. The reactants are Fc1ccccc1CBr, O=C([O-])[O-], CCC(C)=O, [K+], [K+], CNC(=O)COc1ccc(O)cc1. Yields the product CNC(=O)COc1ccc(OCc2ccccc2F)cc1. RXN SMILES: [Br:14][CH2:15][c:16]1[c:17]([F:22])[cH:18][cH:19][cH:20][cH:21]1.[C:23](=[O:24])([O-:25])[O-:26].[CH3:29][C:30](=[O:31])[CH2:32][CH3:33].[K+:27].[K+:28].[OH:1][c:2]1[cH:3][cH:4][c:5]([O:6][CH2:7][C:8](=[O:9])[NH:10][CH3:11])[cH:12][cH:13]1>>[O:1]([c:2]1[cH:3][cH:4][c:5]([O:6][CH2:7][C:8](=[O:9])[NH:10][CH3:11])[cH:12][cH:13]1)[CH2:15][c:16]1[c:17]([F:22])[cH:18][cH:19][cH:20][cH:21]1. Reactants: Cc1ccc(-n2nccn2)cc1CO, ClCCl, O=S(Cl)Cl. Yields the product Cc1ccc(-n2nccn2)cc1CCl. As a reaction SMILES: [CH3:1][c:2]1[c:3]([CH2:13][OH:14])[cH:4][c:5](-[n:8]2[n:9][cH:10][cH:11][n:12]2)[cH:6][cH:7]1.[Cl:19][CH2:20][Cl:21].[S:15]([Cl:16])([Cl:17])=[O:18]>>[CH3:1][c:2]1[c:3]([CH2:13][Cl:17])[cH:4][c:5](-[n:8]2[n:9][cH:10][cH:11][n:12]2)[cH:6][cH:7]1. The reactants are O=C([O-])O, CNC, Cl, O=S(=O)(Cl)c1cn(CC2=NCCN2)c2ccccc12, [Na+]. The product is CN(C)S(=O)(=O)c1cn(CC2=NCCN2)c2ccccc12. RXN SMILES: [C:24](=[O:25])([OH:26])[O-:27].[CH3:21][NH:22][CH3:23].[ClH:1].[NH:2]1[C:3]([CH2:7][n:8]2[cH:9][c:10]([S:17](=[O:18])(=[O:19])[Cl:20])[c:11]3[cH:12][cH:13][cH:14][cH:15][c:16]23)=[N:4][CH2:5][CH2:6]1.[Na+:28]>>[NH:2]1[C:3]([CH2:7][n:8]2[cH:9][c:10]([S:17](=[O:18])(=[O:19])[N:22]([CH3:21])[CH3:23])[c:11]3[cH:12][cH:13][cH:14][cH:15][c:16]23)=[N:4][CH2:5][CH2:6]1.